From a dataset of the Open Reaction Database (ORD), a public repository of structured organic reaction records. describe an organic reaction: reactants, conditions, products, and yield Reactants: C1(=CC=CC=C1)CCCN (3-phenylpropylamine), CN1CCOCC1 (N-methylmorpholine), C1(CCCCC1)N=C=NC1CCCCC1 (dicyclohexylcarbodiimide), CN(C1(CCC(CC1)=CC(=O)O)C1=CC(=CC=C1)F)C ([4-dimethylamino-4-(3-fluoro-phenyl)-cyclohexylidene]acetic acid), [OH-].[Na+] (sodium hydroxide). Run in CN(C=O)C (dimethylformamide), O (water). Run at time 3 day. Yields the product CN(C1(CCC(CC1)=CC(=O)NCCCC1=CC=CC=C1)C1=CC(=CC=C1)F)C (2-[4-Dimethylamino-4-(3-fluorophenyl)cyclohexylidene]-N-(3-phenylpropyl)acetamide). The yield is 29.0%. As a reaction SMILES: [C:1]1([CH2:7][CH2:8][CH2:9][NH2:10])[CH:6]=[CH:5][CH:4]=[CH:3][CH:2]=1.CN1CCOCC1.C1(N=C=NC2CCCCC2)CCCCC1.[CH3:33][N:34]([CH3:52])[C:35]1([C:45]2[CH:50]=[CH:49][CH:48]=[C:47]([F:51])[CH:46]=2)[CH2:40][CH2:39][C:38](=[CH:41][C:42](O)=[O:43])[CH2:37][CH2:36]1.[OH-].[Na+]>CN(C)C=O.O>[CH3:52][N:34]([CH3:33])[C:35]1([C:45]2[CH:50]=[CH:49][CH:48]=[C:47]([F:51])[CH:46]=2)[CH2:40][CH2:39][C:38](=[CH:41][C:42]([NH:10][CH2:9][CH2:8][CH2:7][C:1]2[CH:6]=[CH:5][CH:4]=[CH:3][CH:2]=2)=[O:43])[CH2:37][CH2:36]1 |f:4.5|. Reported procedure: 3-phenylpropylamine (768 mg, 5.68 mmol), N-methylmorpholine (1.15 g, 11.36 mmol) and dicyclohexylcarbodiimide (2.34 g, 11.36 mmol) were added to a solution of [4-dimethylamino-4-(3-fluoro-phenyl)-cyclohexylidene]acetic acid (1.5 g, 5.68 mmol) in dry dimethylformamide (35 ml) under argon and the mixture was stirred at RT for 3 d. The urea which had precipitated out was separated off and the filtrate was introduced into a mixture of saturated NaCl solution (40 ml) and saturated NaHCO3 solution (10... RXN SMILES: C(OC([NH:8][N:9]=[C:10]1[CH2:15][CH2:14][O:13][CH2:12][CH2:11]1)=O)(C)(C)C.C([BH3-])#N.[Na+].[ClH:20]>O1CCCC1.CO>[ClH:20].[O:13]1[CH2:14][CH2:15][CH:10]([NH:9][NH2:8])[CH2:11][CH2:12]1 |f:1.2,6.7|. Isolated yield 60.0%. Procedure details: N′-(Tetrahydro-pyran-4-ylidene)-hydrazinecarboxylic acid tert-butyl ester (5.210 g, 24.32 mmol) was dissolved in a mixture of dry tetrahydrofuran (22 mL) and dry methanol (30 mL). Sodium cyanoborohydride was added to the solution resulting in effervescence. When the effervescence subsided, the mixture was heated to reflux for 5-10 minutes. After cooling to room temperature 6N HCl (10.5 mL) was slowly added and then the mixture was heated to reflux for 20 minutes. After cooling to room temperatur... The product is Cl.O1CCC(CC1)NN ((tetrahydro-pyran-4-yl)-hydrazine hydrochloride). Reactants: C(C)(C)(C)OC(=O)NN=C1CCOCC1 (N′-(Tetrahydro-pyran-4-ylidene)-hydrazinecarboxylic acid tert-butyl ester), Cl (HCl), C(#N)[BH3-].[Na+] (Sodium cyanoborohydride). Solvent: O1CCCC1 (tetrahydrofuran), CO (methanol). The reactants are CS(=O)(=O)OC1CC(COCC(=O)O)N(C(=O)OCc2ccccc2)C1, CCN=C=NCCCN(C)C, CC1(C)OC(=O)CC(=O)O1, CN(C)c1ccncc1, ClCCl. Product: CC1(C)OC(=O)C(C(=O)COCC2CC(OS(C)(=O)=O)CN2C(=O)OCc2ccccc2)C(=O)O1. RXN SMILES: [CH2:1]([c:2]1[cH:3][cH:4][cH:5][cH:6][cH:7]1)[O:8][C:9](=[O:10])[N:11]1[CH:12]([CH2:21][O:22][CH2:23][C:24](=[O:25])[OH:26])[CH2:13][CH:14]([O:16][S:17](=[O:18])(=[O:19])[CH3:20])[CH2:15]1.[CH2:37]([N:38]=[C:39]=[N:40][CH2:41][CH2:42][CH2:43][N:44]([CH3:45])[CH3:46])[CH3:47].[CH3:27][C:28]1([CH3:36])[O:29][C:30](=[O:35])[CH2:31][C:32](=[O:34])[O:33]1.[CH3:48][N:49]([CH3:50])[c:51]1[cH:52][cH:53][n:54][cH:55][cH:56]1.[Cl:57][CH2:58][Cl:59]>>[CH2:1]([c:2]1[cH:3][cH:4][cH:5][cH:6][cH:7]1)[O:8][C:9](=[O:10])[N:11]1[CH:12]([CH2:21][O:22][CH2:23][C:24](=[O:25])[CH:31]2[C:30](=[O:35])[O:29][C:28]([CH3:27])([CH3:36])[O:33][C:32]2=[O:34])[CH2:13][CH:14]([O:16][S:17](=[O:18])(=[O:19])[CH3:20])[CH2:15]1. Reactants: C1CCOC1, CCC(C)(C)c1nc2cc(S(=O)(=O)Cl)ccc2n1CC1CCOCC1, CNC(=O)c1cc[nH]c1, [H-], [Na+]. Yields the product CCC(C)(C)c1nc2cc(S(=O)(=O)n3ccc(C(=O)NC)c3)ccc2n1CC1CCOCC1. RXN SMILES: [CH2:37]1[O:38][CH2:39][CH2:40][CH2:41]1.[CH3:12][C:13]([CH2:14][CH3:15])([CH3:16])[c:17]1[n:18][c:19]2[c:20]([n:21]1[CH2:22][CH:23]1[CH2:24][CH2:25][O:26][CH2:27][CH2:28]1)[cH:29][cH:30][c:31]([S:33](=[O:34])(=[O:35])[Cl:36])[cH:32]2.[CH3:1][NH:2][C:3](=[O:4])[c:5]1[cH:6][nH:7][cH:8][cH:9]1.[H-:10].[Na+:11]>>[CH3:1][NH:2][C:3](=[O:4])[c:5]1[cH:6][n:7]([S:33]([c:31]2[cH:30][cH:29][c:20]3[c:19]([n:18][c:17]([C:13]([CH3:12])([CH2:14][CH3:15])[CH3:16])[n:21]3[CH2:22][CH:23]3[CH2:24][CH2:25][O:26][CH2:27][CH2:28]3)[cH:32]2)(=[O:34])=[O:35])[cH:8][cH:9]1.